From a dataset of the Open Reaction Database (ORD), a public repository of structured organic reaction records. describe an organic reaction: reactants, conditions, products, and yield Starting materials: BrC1=CC=C(CN2C(C3(C4=CC=CC=C24)C2=C(OC3)C=C3OCCC3=C2)=O)C=C1 (1′-(4-bromobenzyl)-5,6-dihydrospiro[benzo[1,2-b:5,4-b′]difuran-3,3′-indol]-2′(1′H)-one), N1CCOCC1 (morpholine), dicyclohexyloxalylhydrazide, C([O-])([O-])=O.[Cs+].[Cs+] (cesium carbonate). The reagents and catalysts are [Br-].C(CCC)[N+](CCCC)(CCCC)CCCC (tetrabutylammonium bromide), [Cu]=O (copper (II) oxide). Conditions: temperature 130 celsius. The product is N1(CCOCC1)C1=CC=C(CN2C(C3(C4=CC=CC=C24)C2=C(OC3)C=C3OCCC3=C2)=O)C=C1 (1′-(4-morpholin-4-ylbenzyl)-5,6-dihydrospiro[benzo[1,2-b:5,4-b′]difuran-3,3′-indol]-2′(1′H)-one). Reaction SMILES: Br[C:2]1[CH:29]=[CH:28][C:5]([CH2:6][N:7]2[C:15]3[C:10](=[CH:11][CH:12]=[CH:13][CH:14]=3)[C:9]3([CH2:19][O:18][C:17]4[CH:20]=[C:21]5[C:25](=[CH:26][C:16]3=4)[CH2:24][CH2:23][O:22]5)[C:8]2=[O:27])=[CH:4][CH:3]=1.[NH:30]1[CH2:35][CH2:34][O:33][CH2:32][CH2:31]1.C(=O)([O-])[O-].[Cs+].[Cs+]>[Br-].C([N+](CCCC)(CCCC)CCCC)CCC.[Cu]=O>[N:30]1([C:2]2[CH:29]=[CH:28][C:5]([CH2:6][N:7]3[C:15]4[C:10](=[CH:11][CH:12]=[CH:13][CH:14]=4)[C:9]4([CH2:19][O:18][C:17]5[CH:20]=[C:21]6[C:25](=[CH:26][C:16]4=5)[CH2:24][CH2:23][O:22]6)[C:8]3=[O:27])=[CH:4][CH:3]=2)[CH2:35][CH2:34][O:33][CH2:32][CH2:31]1 |f:2.3.4,5.6|. Procedure: A suspension of 1′-(4-bromobenzyl)-5,6-dihydrospiro[benzo[1,2-b:5,4-b′]difuran-3,3′-indol]-2′(1′H)-one (0.45 g, 1.0 mmol), morpholine (0.26 g, 3.0 mmol), dicyclohexyloxalylhydrazide (0.14 g, 0.5 mmol), tetrabutylammonium bromide (0.34 g, 1 mmol), copper (II) oxide (0.05 g, 0.6 mmol) and cesium carbonate (0.65 g, 2.0 mmol) was heated in microwave reactor at 130° C. for 10 min. The reaction mixture was concentrated under reduced pressure, and the residue was subjected to column chromatography with... Starting materials: 3a, N(=O)[O-].[Na+] (NaNO2), Cl (HCl), O=S(Cl)Cl (SOCl2), NC1=C(C=C(C#N)C=C1)[N+](=O)[O-] (4-amino-3-nitrobenzonitrile). The reagents and catalysts are Cl[Cu] (CuCl). The product is C(#N)C1=CC(=C(C=C1)S(=O)(=O)Cl)[N+](=O)[O-] (4-Cyano-2-nitro-benzenesulfonyl chloride). Isolated yield 99.2%. RXN SMILES: [O:1]=[S:2]([Cl:4])Cl.N[C:6]1[CH:13]=[CH:12][C:9]([C:10]#[N:11])=[CH:8][C:7]=1[N+:14]([O-:16])=[O:15].N([O-])=[O:18].[Na+].Cl>Cl[Cu]>[C:10]([C:9]1[CH:12]=[CH:13][C:6]([S:2]([Cl:4])(=[O:1])=[O:18])=[C:7]([N+:14]([O-:16])=[O:15])[CH:8]=1)#[N:11] |f:2.3|. Procedure: In a similar fashion using route 3a general procedure 10, SOCl2 (2.5 ml, 33.7 mmol), CuCl (30 mg, 0.30 mmol), 4-amino-3-nitrobenzonitrile (1 g, 6.13 mmol), NaNO2 (0.61 g, 8.83 mmol) and conc. HCl (6.2 ml) gave the title compound (1.5 g) which was used in the next step without further purification. The structure was confirmed by 1H NMR. The reactants are COc1ccc(NC(=O)c2ccc(C#N)o2)c(N2CCCCC2)c1, CS(C)=O, [K+], [OH-], O, c1c[nH]cn1. Product: N#Cc1ccc(C(=O)Nc2ccc(-n3ccnc3)cc2N2CCCCC2)o1. As a reaction SMILES: [CH3:1][O:2][c:3]1[cH:4][c:5]([N:19]2[CH2:20][CH2:21][CH2:22][CH2:23][CH2:24]2)[c:6]([NH:9][C:10](=[O:11])[c:12]2[o:13][c:14]([C:17]#[N:18])[cH:15][cH:16]2)[cH:7][cH:8]1.[CH3:33][S:34]([CH3:35])=[O:36].[K+:31].[OH-:30].[OH2:32].[nH:25]1[cH:26][n:27][cH:28][cH:29]1>>[c:3]1(-[n:25]2[cH:26][n:27][cH:28][cH:29]2)[cH:4][c:5]([N:19]2[CH2:20][CH2:21][CH2:22][CH2:23][CH2:24]2)[c:6]([NH:9][C:10](=[O:11])[c:12]2[o:13][c:14]([C:17]#[N:18])[cH:15][cH:16]2)[cH:7][cH:8]1. Starting materials: NC1=NC2=C(C=3C=C(C=NC13)CCC1=CC=C(C=C1)C(C)=O)C=CC(=C2)C (1-(4-(2-(5-amino-8-methylbenzo[f][1,7]naphthyridin-2-yl)ethyl)phenyl)ethanone), C(C)N(CCN)CC (N1,N1-diethylethane-1,2-diamine), C(=O)(C(F)(F)F)O (TFA). Yields the product NC1=NC2=C(C=3C=C(C=NC13)CCC1=CC=C(C=C1)C(C)NCCN(CC)CC)C=CC(=C2)C (N1-(1-(4-(2-(5-amino-8-methylbenzo[f][1,7]naphthyridin-2-yl)ethyl)phenyl)ethyl)-N2,N2-diethylethane-1,2-diamine). Reaction SMILES: [NH2:1][C:2]1[C:11]2[N:10]=[CH:9][C:8]([CH2:12][CH2:13][C:14]3[CH:19]=[CH:18][C:17]([C:20](=O)[CH3:21])=[CH:16][CH:15]=3)=[CH:7][C:6]=2[C:5]2[CH:23]=[CH:24][C:25]([CH3:27])=[CH:26][C:4]=2[N:3]=1.[CH2:28]([N:30]([CH2:34][CH3:35])[CH2:31][CH2:32][NH2:33])[CH3:29].C(O)(C(F)(F)F)=O>>[NH2:1][C:2]1[C:11]2[N:10]=[CH:9][C:8]([CH2:12][CH2:13][C:14]3[CH:19]=[CH:18][C:17]([CH:20]([NH:33][CH2:32][CH2:31][N:30]([CH2:34][CH3:35])[CH2:28][CH3:29])[CH3:21])=[CH:16][CH:15]=3)=[CH:7][C:6]=2[C:5]2[CH:23]=[CH:24][C:25]([CH3:27])=[CH:26][C:4]=2[N:3]=1. Reported procedure: N1-(1-(4-(2-(5-amino-8-methylbenzo[f][1,7]naphthyridin-2-yl)ethyl)phenyl)ethyl)-N2,N2-diethylethane-1,2-diamine was prepared from 1-(4-(2-(5-amino-8-methylbenzo[f][1,7]naphthyridin-2-yl)ethyl)phenyl)ethanone (from Example 171) and N1,N1-diethylethane-1,2-diamine (commercially available) following the procedures described for Example 182. 1H NMR (Acetone-d6) TFA Salt: δ: 8.81 (s, 1H), 8.75 (s, 1H), 8.23 (d, 1H), 7.60 (d, 2H), 7.39 (d, 2H), 7.28 (m, 2H), 4.51 (m, 1H), 3.82 (m, 1H), 3.62 (m, 1H), 3... Reactants: CC(CN(CC(C)O)CC(C)O)O (triisopropanolamine), C(CCCCCCCCCCC)(=O)C1=CC=C(C(C(=O)O)=C1)O (5-n-dodecanoylsalicylic acid). Run in C(C)(C)O (isopropanol). The product is C(CCCCCCCCCCC)(=O)C1=CC=C(C(C(=O)[O-])=C1)O.OC(C[NH+](CC(C)O)CC(C)O)C (N,N,N-tri(2-hydroxypropyl)ammonium 5-n-dodecanoylsalicylate). Yield: 94.8%. RXN SMILES: [CH3:1][CH:2]([OH:13])[CH2:3][N:4]([CH2:9][CH:10]([OH:12])[CH3:11])[CH2:5][CH:6]([OH:8])[CH3:7].[C:14]([C:27]1[CH:35]=[C:31]([C:32]([OH:34])=[O:33])[C:30]([OH:36])=[CH:29][CH:28]=1)(=[O:26])[CH2:15][CH2:16][CH2:17][CH2:18][CH2:19][CH2:20][CH2:21][CH2:22][CH2:23][CH2:24][CH3:25]>C(O)(C)C>[C:14]([C:27]1[CH:35]=[C:31]([C:32]([O-:34])=[O:33])[C:30]([OH:36])=[CH:29][CH:28]=1)(=[O:26])[CH2:15][CH2:16][CH2:17][CH2:18][CH2:19][CH2:20][CH2:21][CH2:22][CH2:23][CH2:24][CH3:25].[OH:12][CH:10]([CH3:11])[CH2:9][NH+:4]([CH2:5][CH:6]([OH:8])[CH3:7])[CH2:3][CH:2]([OH:13])[CH3:1] |f:3.4|. Procedure details: Into a beaker, are added, with stirring, 11.4 g (0.06 mole) of triisopropanolamine in 100 ml of isopropanol. The reaction medium is stirred and cooled to between 5° and 10° C. 19.2 g (0.06 mole) of 5-n-dodecanoylsalicylic acid are then added. The mixture is stirred for 30 min at room temperature and then the clear mixture is filtered. The filtrate is evaporated to dryness. An oil is obtained which crystallizes at room temperature. It is filtered on sintered glass. The white powder obtained is dr... Product: ClC1=NC=CC(=C1)C#CC=1N=C(N(C1C)C1=CC=C(C=C1)F)C (2-Chloro-4-[1-(4-fluoro-phenyl)-2,5-dimethyl-1H-imidazol-4-ylethynyl]-pyridine), solid. Run in C1CCOC1 (THF). Reaction conditions: temperature -75 celsius, time 15 minute. Starting materials: ClC1=NC=CC(=C1)C#CC=1N=C(N(C1)C1=CC=C(C=C1)F)C (2-chloro-4-[1-(4-fluoro-phenyl)-2-methyl-1H-imidazol-4-ylethynyl]-pyridine), IC (Iodomethane), C(C)(C)[N-]C(C)C.[Li+] (Lithiumdiisopropylamide). Reported procedure: This compound was prepared according to the general procedure 3 described hereinabove. 2-chloro-4-[1-(4-fluoro-phenyl)-2-methyl-1H-imidazol-4-ylethynyl]-pyridine (200 mg, 0.607 mmol) was dissolved in 10 mL THF and cooled to −75° C. Lithiumdiisopropylamide (0.45 ml, 0.91 mmol) was added, and the mixture stirred for 15 min at −75° C. Iodomethane (0.05 ml, 0.85 mmol) was added and stirring was continued at −75° C. for 2 hrs. The reaction mixture was quenched with sat. NaHCO3− solution and extracted... Yield: 19.0%. Reaction SMILES: [Cl:1][C:2]1[CH:7]=[C:6]([C:8]#[C:9][C:10]2[N:11]=[C:12]([CH3:22])[N:13]([C:15]3[CH:20]=[CH:19][C:18]([F:21])=[CH:17][CH:16]=3)[CH:14]=2)[CH:5]=[CH:4][N:3]=1.[CH:23]([N-]C(C)C)(C)C.[Li+].IC>C1COCC1>[Cl:1][C:2]1[CH:7]=[C:6]([C:8]#[C:9][C:10]2[N:11]=[C:12]([CH3:22])[N:13]([C:15]3[CH:16]=[CH:17][C:18]([F:21])=[CH:19][CH:20]=3)[C:14]=2[CH3:23])[CH:5]=[CH:4][N:3]=1 |f:1.2|. Starting materials: ClC(Cl)(OC(OC(Cl)(Cl)Cl)=O)Cl (triphosgene), COC=1C=C2C(=CC=NC2=CC1OC)OC1=C(C=C(N)C=C1)F (4-[(6,7-Dimethoxy-4-quinolyl)oxy]-3-fluoroaniline), C(C)(C)N(CC)C(C)C (diisopropylethylamine), NC=1SC(=NN1)CC (2-amino-5-ethyl-1,3,4-thiadiazole). Run in C(Cl)(Cl)Cl (chloroform), O (water), C(Cl)(Cl)Cl (chloroform). Run at time 15 minute. The product is COC=1C=C2C(=CC=NC2=CC1OC)OC1=C(C=C(C=C1)NC(=O)NC=1SC(=NN1)CC)F (N-{4-[(6,7-Dimethoxy-4-quinolyl)oxy]-3-fluorophenyl}-N′-(5-ethyl-1,3,4-thiadiazol-2-yl)urea). The yield is 35.6%. As a reaction SMILES: [CH3:1][O:2][C:3]1[CH:4]=[C:5]2[C:10](=[CH:11][C:12]=1[O:13][CH3:14])[N:9]=[CH:8][CH:7]=[C:6]2[O:15][C:16]1[CH:22]=[CH:21][C:19]([NH2:20])=[CH:18][C:17]=1[F:23].C(N(C(C)C)CC)(C)C.ClC(Cl)(O[C:37](=[O:43])OC(Cl)(Cl)Cl)Cl.[NH2:45][C:46]1[S:47][C:48]([CH2:51][CH3:52])=[N:49][N:50]=1>C(Cl)(Cl)Cl.O>[CH3:1][O:2][C:3]1[CH:4]=[C:5]2[C:10](=[CH:11][C:12]=1[O:13][CH3:14])[N:9]=[CH:8][CH:7]=[C:6]2[O:15][C:16]1[CH:22]=[CH:21][C:19]([NH:20][C:37]([NH:45][C:46]2[S:47][C:48]([CH2:51][CH3:52])=[N:49][N:50]=2)=[O:43])=[CH:18][C:17]=1[F:23]. Reported procedure: 4-[(6,7-Dimethoxy-4-quinolyl)oxy]-3-fluoroaniline (100 mg) was dissolved in chloroform (5 ml) and diisopropylethylamine (0.5 ml) to prepare a solution. A solution of triphosgene (100 mg) in chloroform was then added to the solution, and the mixture was stirred at room temperature for 15 min. Next, 2-amino-5-ethyl-1,3,4-thiadiazole (41 mg) was added thereto, and the mixture was further stirred at room temperature overnight. Distilled water was added to the reaction solution, and the mixture was s... Procedure details: Potassium vinyltrifluoroborate (0.913 g, 6.82 mmol), TEA (0.950 mL, 6.82 mmol), and PdCl2(dppf)-CH2Cl2 adduct (0.186 g, 0.227 mmol) were added to a solution of the product from step 2 (2.26 g, 4.54 mmol) in EtOH (45.4 mL). The mixture was then heated to reflux for 1 h. The EtOH was removed in vacuo, and the residue was taken up in EtOAc and extracted with water. The organic layer was dried over MgSO4, and the solvent was removed in vacuo. The crude material was purified on silica gradient elutio... The solvent is CCO (EtOH). The yield is 99.1%. Reaction SMILES: [CH:1]([B-](F)(F)F)=[CH2:2].[K+].Br[C:9]1[CH:10]=[C:11]2[C:16](=[CH:17][C:18]=1[O:19][CH3:20])[NH:15][C:14](=[O:21])[CH:13]=[C:12]2[O:22][C@H:23]1[CH2:27][N:26]([C:28]([O:30][C:31]([CH3:34])([CH3:33])[CH3:32])=[O:29])[C@H:25]([C:35]([O:37][CH3:38])=[O:36])[CH2:24]1>CCO.C1C=CC(P(C2C=CC=CC=2)[C-]2C=CC=C2)=CC=1.C1C=CC(P(C2C=CC=CC=2)[C-]2C=CC=C2)=CC=1.Cl[Pd]Cl.[Fe+2].C(Cl)Cl>[CH3:20][O:19][C:18]1[CH:17]=[C:16]2[C:11]([C:12]([O:22][C@H:23]3[CH2:27][N:26]([C:28]([O:30][C:31]([CH3:34])([CH3:33])[CH3:32])=[O:29])[C@H:25]([C:35]([O:37][CH3:38])=[O:36])[CH2:24]3)=[CH:13][C:14](=[O:21])[NH:15]2)=[CH:10][C:9]=1[CH:1]=[CH2:2] |f:0.1,4.5.6.7.8|. Reactants: C(=C)[B-](F)(F)F.[K+] (Potassium vinyltrifluoroborate), TEA, BrC=1C=C2C(=CC(NC2=CC1OC)=O)O[C@@H]1C[C@H](N(C1)C(=O)OC(C)(C)C)C(=O)OC (1-tert-Butyl 2-methyl (2S,4R)-4-[(6-bromo-7-methoxy-2-oxo-1,2-dihydroquinolin-4-yl)oxy]pyrrolidine-1,2-dicarboxylate). The reagents and catalysts are C1=CC=C(C=C1)P([C-]2C=CC=C2)C3=CC=CC=C3.C1=CC=C(C=C1)P([C-]2C=CC=C2)C3=CC=CC=C3.Cl[Pd]Cl.[Fe+2].C(Cl)Cl (PdCl2(dppf) CH2Cl2). The product is COC1=C(C=C2C(=CC(NC2=C1)=O)O[C@@H]1C[C@H](N(C1)C(=O)OC(C)(C)C)C(=O)OC)C=C (1-tert-Butyl 2-methyl (2S,4R)-4-[(7-methoxy-2-oxo-6-vinyl-1,2-dihydroquinolin-4-yl)oxy]pyrrolidine-1,2-dicarboxylate). Yields the product CON(C)C(=O)C(C)(C)N. The reactants are CON(C)C(=O)C(C)(C)NC(=O)OC(C)(C)C, ClCCl, O=C(O)C(F)(F)F. RXN SMILES: [C:1]([O:2][C:3](=[O:4])[NH:7][C:8]([CH3:9])([CH3:10])[C:11]([N:12]([CH3:13])[O:14][CH3:15])=[O:16])([CH3:5])([CH3:6])[CH3:17].[Cl:25][CH2:26][Cl:27].[F:18][C:19]([F:20])([F:21])[C:22]([OH:23])=[O:24]>>[NH2:7][C:8]([CH3:9])([CH3:10])[C:11]([N:12]([CH3:13])[O:14][CH3:15])=[O:16]. Reactants: N1[C@H](C(=O)O)CCC1 (L-proline), [Cl-].[K+] (KCl), N[C@H](C(=O)O)CCC(=O)N[C@@H](CS)C(=O)NCC(=O)O (glutathion), 2.6-0-dimethyl beta cyclodextrin, [Mg+2].[Cl-].[Cl-] (MgCl2), FeSO4, O=C1C(O)=C(O)[C@H](O1)[C@@H](O)CO (ascorbic acid), C1=CC(=CN=C1)C(=O)O (niacin), N[C@@H](CS)C(=O)O (L-cysteine), [Na+].[Cl-] (NaCl), KH2 PO4, [Cl-].[Cl-].[Ca+2] (CaCl2). Yields the product N[C@@H](CCC(=O)[O-])C(=O)[O-].[Na+].[Na+] (Sodium L-glutamate). RXN SMILES: N1CCC[C@H:2]1[C:3]([OH:5])=[O:4].[Na+:9].[Cl-].[Cl-].[K+].[Mg+2].[Cl-].[Cl-].[Cl-].[Cl-].[Ca+2].[NH2:19][C@H:20]([C:23]([OH:25])=[O:24])[CH2:21]S.C1C=NC=C(C(O)=O)C=1.N[C@@H](CCC(N[C@H](C(NCC(O)=O)=O)CS)=O)C(O)=O.O=C1O[C@H]([C@H](CO)O)C(O)=C1O>>[NH2:19][C@H:20]([C:23]([O-:25])=[O:24])[CH2:21][CH2:2][C:3]([O-:5])=[O:4].[Na+:9].[Na+:9] |f:1.2,3.4,5.6.7,8.9.10,15.16.17|. Procedure details: L-proline 0.24; NaCl 2.5; KH2 PO4; KCl 0.2; MgCl2×6H20 0.1; CaCl2 0.02; TRIS 6.1; L-cysteine 0.04*; FeSO4×7H2 0.001*; niacin 0.004*; glutathion 0.10*; ascorbic acid 0.02*; resumin acids 10.0; 2.6-0-dimethyl beta cyclodextrin 1.0. pH 7.6.